Dataset: the Open Reaction Database (ORD), a public repository of structured organic reaction records. Task: describe an organic reaction: reactants, conditions, products, and yield Yields the product FC1=CC=C(C=C1)N1CCN(CC1)C=1N(C(C2=C(N1)C=CN=C2)CC(=O)OC)C2=C(C=CC(=C2)C)OC (Methyl [2-[4-(4-fluorophenyl)piperazin-1-yl]-3-(2-methoxy-5-methylphenyl)-3,4-dihydropyrido[4,3-d]pyrimidin-4-yl]acetate). Reactants: COC1=C(C=C(C=C1)C)N=C=NC1=C(C=NC=C1)/C=C/C(=O)OC (Methyl (2E)-3-[4-({[(2-methoxy-5-methylphenyl)imino]methylene}amino)pyridin-3-yl]acrylate), FC1=CC=C(C=C1)N1CCNCC1 (4-fluorophenylpiperazine). Procedure details: Starting from 91 mg (0.28 mmol) of the carbodiimide from Example 16A and 76 mg (0.42 mmol) of 4-fluorophenylpiperazine, general procedure [C] and purification by preparative HPLC result in 14 mg (9% of theory) of product. As a reaction SMILES: [CH3:1][O:2][C:3]1[CH:8]=[CH:7][C:6]([CH3:9])=[CH:5][C:4]=1[N:10]=[C:11]=[N:12][C:13]1[CH:18]=[CH:17][N:16]=[CH:15][C:14]=1/[CH:19]=[CH:20]/[C:21]([O:23][CH3:24])=[O:22].[F:25][C:26]1[CH:31]=[CH:30][C:29]([N:32]2[CH2:37][CH2:36][NH:35][CH2:34][CH2:33]2)=[CH:28][CH:27]=1>>[F:25][C:26]1[CH:27]=[CH:28][C:29]([N:32]2[CH2:37][CH2:36][N:35]([C:11]3[N:10]([C:4]4[CH:5]=[C:6]([CH3:9])[CH:7]=[CH:8][C:3]=4[O:2][CH3:1])[CH:19]([CH2:20][C:21]([O:23][CH3:24])=[O:22])[C:14]4[CH:15]=[N:16][CH:17]=[CH:18][C:13]=4[N:12]=3)[CH2:34][CH2:33]2)=[CH:30][CH:31]=1.